From a dataset of the Open Reaction Database (ORD), a public repository of structured organic reaction records. describe an organic reaction: reactants, conditions, products, and yield Starting materials: C(C)OCC=1N(C2=C(C=NC=3C=CC=NC23)N1)CCCC(=O)N1CCOCC1 (2-(ethoxymethyl)-1-(4-morpholin-4-yl-4-oxobutyl)-1H-imidazo[4,5-c][1,5]naphthyridine), C1=CC(=CC(=C1)Cl)C(=O)OO (mCPBA), [OH-].[NH4+] (ammonium hydroxide), C1(=CC=C(C=C1)S(=O)(=O)Cl)C (p-toluenesulfonyl chloride). Product: C(C)OCC=1N(C2=C(C(=NC=3C=CC=NC23)N)N1)CCCC(=O)N1CCOCC1 (2-(ethoxymethyl)-1-(4-morpholin-4-yl-4-oxobutyl)-1H-imidazo[4,5-c][1,5]naphthyridin-4-amine). Reaction SMILES: [CH2:1]([O:3][CH2:4][C:5]1[N:6]([CH2:18][CH2:19][CH2:20][C:21]([N:23]2[CH2:28][CH2:27][O:26][CH2:25][CH2:24]2)=[O:22])[C:7]2[C:16]3[N:15]=[CH:14][CH:13]=[CH:12][C:11]=3[N:10]=[CH:9][C:8]=2[N:17]=1)[CH3:2].C1C=C(Cl)C=C(C(OO)=O)C=1.[OH-].[NH4+:41].C1(C)C=CC(S(Cl)(=O)=O)=CC=1>>[CH2:1]([O:3][CH2:4][C:5]1[N:6]([CH2:18][CH2:19][CH2:20][C:21]([N:23]2[CH2:28][CH2:27][O:26][CH2:25][CH2:24]2)=[O:22])[C:7]2[C:16]3[N:15]=[CH:14][CH:13]=[CH:12][C:11]=3[N:10]=[C:9]([NH2:41])[C:8]=2[N:17]=1)[CH3:2] |f:2.3|. Reported procedure: The method described in Part F of Example 37 was used to treat 2-(ethoxymethyl)-1-(4-morpholin-4-yl-4-oxobutyl)-1H-imidazo[4,5-c][1,5]naphthyridine (1.42 g, 3.70 mmol) with mCPBA (0.958 g, 5.55 mmol), ammonium hydroxide (4 mL), and p-toluenesulfonyl chloride (0.776 g, 4.07 mmol). Following the chromatographic purification, the resulting solid was dried for 48 hours under high vacuum at 120° C. to provide 0.614 g of 2-(ethoxymethyl)-1-(4-morpholin-4-yl-4-oxobutyl)-1H-imidazo[4,5-c][1,5]naphthyrid...